From a dataset of the Open Reaction Database (ORD), a public repository of structured organic reaction records. describe an organic reaction: reactants, conditions, products, and yield The reactants are OC1(N(CCCC1)CCCC(=O)C1=CC=C(C=C1)C(C(=O)O)(C)C)C(C1=CC=CC=C1)C1=CC=CC=C1 (4-[4-(hydroxydiphenylmethyl-1-piperidinyl]-1-oxobutyl]-α,α-dimethylphenylacetic acid), [BH4-].[Na+] (NaBH4). Run in CO (CH3OH). Reaction conditions: time 8 hour. Product: CC(C(=O)O)(C)C1=CC=CC=C1 (α,α-dimethylphenylacetic acid). RXN SMILES: OC1(C(C2C=CC=CC=2)C2C=CC=CC=2)CCCCN1CCCC([C:13]1[CH:18]=[CH:17][C:16]([C:19]([CH3:24])([CH3:23])[C:20]([OH:22])=[O:21])=[CH:15][CH:14]=1)=O.[BH4-].[Na+]>CO>[CH3:24][C:19]([C:16]1[CH:17]=[CH:18][CH:13]=[CH:14][CH:15]=1)([CH3:23])[C:20]([OH:22])=[O:21] |f:1.2|. Procedure: A mixture of 4-[4-[4-(hydroxydiphenylmethyl-1-piperidinyl]-1-oxobutyl]-α,α-dimethylphenylacetic acid, prepared in accordance with Example 12, and 300 mg of NaBH4 in 25 mL of CH3OH was stirred overnight at room temperature. The mixture was then concentrated in vacuo. The residue was partitioned between EtOAc and H2O. The aqueous portion was treated with concentrated HCl until pH 6, then extracted with EtOAc. The organics were concentrated in vacuo. The residue was dissolved in EtOAc, filtered, an...